This data is from the Open Reaction Database (ORD), a public repository of structured organic reaction records. The task is: describe an organic reaction: reactants, conditions, products, and yield Reactants: C=O, CO, ClCCl, N, Cc1nn(C2CCNCC2)cc1-c1cnc(N)c(-c2nc3ccccc3o2)c1. Reaction SMILES: [CH2:1]=[O:2].[CH3:35][OH:36].[Cl:31][CH2:32][Cl:33].[NH3:34].[o:3]1[c:4](-[c:12]2[c:13]([NH2:30])[n:14][cH:15][c:16](-[c:18]3[c:19]([CH3:29])[n:20][n:21]([CH:23]4[CH2:24][CH2:25][NH:26][CH2:27][CH2:28]4)[cH:22]3)[cH:17]2)[n:5][c:6]2[c:7]1[cH:8][cH:9][cH:10][cH:11]2>>[o:3]1[c:4](-[c:12]2[c:13]([NH2:30])[n:14][cH:15][c:16](-[c:18]3[c:19]([CH3:29])[n:20][n:21]([CH:23]4[CH2:24][CH2:25][N:26]([CH3:32])[CH2:27][CH2:28]4)[cH:22]3)[cH:17]2)[n:5][c:6]2[c:7]1[cH:8][cH:9][cH:10][cH:11]2. Product: Cc1nn(C2CCN(C)CC2)cc1-c1cnc(N)c(-c2nc3ccccc3o2)c1. Reactants: ClC1=NN=CC2=CC(=CC=C12)C=1C=C(C(=O)OC)C=CC1C (methyl 3-(1-chlorophthalazin-6-yl)-4-methylbenzoate), CC1(OB(OC(C1)C)C(C(F)(F)F)=C)C (4,4,6-trimethyl-2-(1,1,1-trifluoroprop-2-en-2-yl)-1,3,2-dioxaborinane), O.C([O-])([O-])=O.[Na+].[Na+] (sodium carbonate monohydrate). Reagents/catalysts: C=1C=CC(=CC1)[P](C=2C=CC=CC2)(C=3C=CC=CC3)[Pd]([P](C=4C=CC=CC4)(C=5C=CC=CC5)C=6C=CC=CC6)([P](C=7C=CC=CC7)(C=8C=CC=CC8)C=9C=CC=CC9)[P](C=1C=CC=CC1)(C=1C=CC=CC1)C=1C=CC=CC1 (tetrakis(triphenylphosphine)palladium). The solvent is O1CCOCC1.O (dioxane H2O). Reaction conditions: temperature 100 celsius. Yields the product CC1=C(C=C(C(=O)OC)C=C1)C=1C=C2C=NN=C(C2=CC1)C(C(F)(F)F)=C (methyl 4-methyl-3-(1-(1,1,1-trifluoroprop-2-en-2-yl)phthalazin-6-yl)benzoate). Isolated yield 69.9%. Reaction SMILES: Cl[C:2]1[C:11]2[C:6](=[CH:7][C:8]([C:12]3[CH:13]=[C:14]([CH:19]=[CH:20][C:21]=3[CH3:22])[C:15]([O:17][CH3:18])=[O:16])=[CH:9][CH:10]=2)[CH:5]=[N:4][N:3]=1.CC1(C)CC(C)OB([C:31](=[CH2:36])[C:32]([F:35])([F:34])[F:33])O1.O.C(=O)([O-])[O-].[Na+].[Na+]>O1CCOCC1.O.C1C=CC([P]([Pd]([P](C2C=CC=CC=2)(C2C=CC=CC=2)C2C=CC=CC=2)([P](C2C=CC=CC=2)(C2C=CC=CC=2)C2C=CC=CC=2)[P](C2C=CC=CC=2)(C2C=CC=CC=2)C2C=CC=CC=2)(C2C=CC=CC=2)C2C=CC=CC=2)=CC=1>[CH3:22][C:21]1[CH:20]=[CH:19][C:14]([C:15]([O:17][CH3:18])=[O:16])=[CH:13][C:12]=1[C:8]1[CH:7]=[C:6]2[C:11](=[CH:10][CH:9]=1)[C:2]([C:31](=[CH2:36])[C:32]([F:35])([F:34])[F:33])=[N:3][N:4]=[CH:5]2 |f:2.3.4.5,6.7,^1:55,57,76,95|. Reported procedure: A mixture of methyl 3-(1-chlorophthalazin-6-yl)-4-methylbenzoate (1.0 g, 3.2 mmol), 4,4,6-trimethyl-2-(1,1,1-trifluoroprop-2-en-2-yl)-1,3,2-dioxaborinane (0.99 g, 4.48 mmol), tetrakis(triphenylphosphine)palladium (185 mg, 0.16 mmol), and sodium carbonate monohydrate (1.2 g, 9.59 mmol) in dioxane/H2O (3:1, 12 mL) was heated in a microwave reactor at 100° C. for 80 min. The reaction mixture was partitioned between EtOAc (30 mL) and H2O (30 mL); the layers were separated, and the aqueous layer was ...